From a dataset of the Open Reaction Database (ORD), a public repository of structured organic reaction records. describe an organic reaction: reactants, conditions, products, and yield Reactants: N1C=CC=C1 (pyrrole), C(C1=CC=CC=C1)=O (benzaldehyde), N1C=CC=C1 (pyrrole), C(C1=CC=CC=C1)=O (benzaldehyde). Run in InCl3, C(=O)(C(F)(F)F)O (TFA). Product: C1=CC=C(C=C1)C(C2=CC=CN2)C3=CC=CN3 (5-Phenyldipyrromethane). Reaction SMILES: [NH:1]1[CH:5]=[CH:4][CH:3]=[CH:2]1.[CH:6](=O)[C:7]1[CH:12]=[CH:11][CH:10]=[CH:9][CH:8]=1>C(O)(C(F)(F)F)=O>[CH:10]1[CH:11]=[CH:12][C:7]([CH:6]([C:2]2[NH:1][CH:5]=[CH:4][CH:3]=2)[C:5]2[NH:1][CH:2]=[CH:3][CH:4]=2)=[CH:8][CH:9]=1. Procedure details: Gas Chromatography. We previously reported that the GC trace of the crude reaction mixture, obtained with TFA catalysis, shows three major peaks.16 The GC trace of the crude reaction mixture obtained with 0.1 equiv of InCl3 and a pyrrole:benzaldehyde ratio of 100:1 for 1 h also shows three major peaks (FIG. 2A) that are assigned as 1 (tR=16.4 min), 2 (tR=17.0 min) and 3 (tR=21.8 min) based on comparison with authentic samples. Closer scrutiny of the same GC trace upon amplification of the scale ... Starting materials: solution, C(CCC)[Li] (n-butyl lithium), CI (methyl iodide), C1(=CC=CC=C1)C(C)N1C2=CC=CC=C2OC=2C=CC=CC12 (N-(αphenylethyl)phenoxazine), O (water). Run in CCCCCC (hexane), O1CCCC1 (tetrahydrofuran). Reaction conditions: temperature 0 celsius, time 4 hour. Product: CC1=CC=CC=2N(C3=CC=CC(=C3OC12)C)C(C)C1=CC=CC=C1 (4,6-dimethyl-N-(α-phenylethyl)phenoxazine). RXN SMILES: [C:1]1([CH:7]([N:9]2[C:22]3[CH:21]=CC=C[C:17]=3[O:16][C:15]3[C:10]2=[CH:11][CH:12]=[CH:13][CH:14]=3)[CH3:8])[CH:6]=[CH:5][CH:4]=[CH:3][CH:2]=1.[CH2:23]([Li])[CH2:24][CH2:25][CH3:26].[CH3:28]I.O>O1CCCC1.CCCCCC>[CH3:26][C:25]1[C:17]2[O:16][C:15]3[C:10](=[CH:11][CH:12]=[CH:13][C:14]=3[CH3:28])[N:9]([CH:7]([C:1]3[CH:2]=[CH:3][CH:4]=[CH:5][CH:6]=3)[CH3:8])[C:22]=2[CH:21]=[CH:23][CH:24]=1. Procedure details: A solution of 10 g (34 mmoles) of N-(αphenylethyl)phenoxazine in 100 ml of anhydrous tetrahydrofuran, under nitrogen, was cooled to -78° C. in a dry ice-acetone bath. 82 ml of a 1.4N solution (114 mmoles) of n-butyl lithium in hexane was slowly added to the cold solution while the temperature was maintained below 0° C. When the addition was completed, the reaction mixture was stirred for 4 hours at 0° C. Then 10.8 g (76 mmoles) of methyl iodide were added, the temperature was maintained at 0°-5°... Reaction SMILES: [CH2:1]([N:4]([CH2:9][CH2:10][CH3:11])[CH2:5][CH2:6][CH2:7]O)[CH2:2][CH3:3].S(Cl)([Cl:14])=O>C(O)C>[ClH:14].[Cl:14][CH2:7][CH2:6][CH2:5][N:4]([CH2:1][CH2:2][CH3:3])[CH2:9][CH2:10][CH3:11] |f:3.4|. Reported procedure: 3-(Dipropylamino)propanol (32.9 g) was added dropwise at 0° C. over 1.5 hours to stirred thionyl chloride (15.7 ml). When the addition was complete, the mixture was stirred at ambient temperature for 2 hours then poured into ethanol (250 ml). The stirred mixture was heated under reflux for 10 minutes, then the solvent was removed in vacuo to leave 1-chloro-3-(dipropylamino)-propane hydrochloride as an off-white solid (42 g) which was used without purification. Solvent: C(C)O (ethanol). Reactants: C(CC)N(CCCO)CCC (3-(Dipropylamino)propanol), S(=O)(Cl)Cl (thionyl chloride). Yields the product Cl.ClCCCN(CCC)CCC (1-chloro-3-(dipropylamino)-propane hydrochloride). Run at time 2 hour. Starting materials: Oc1ccc(Br)cc1, BrC1CCCC1, [Na+], CN(C)C=O, [OH-], O. Product: Brc1ccc(OC2CCCC2)cc1. Reaction SMILES: [Br:1][c:2]1[cH:3][cH:4][c:5]([OH:8])[cH:6][cH:7]1.[CH:9]1([Br:14])[CH2:10][CH2:11][CH2:12][CH2:13]1.[Na+:16].[O:17]=[CH:18][N:19]([CH3:20])[CH3:21].[OH-:15].[OH2:22]>>[Br:1][c:2]1[cH:3][cH:4][c:5]([O:8][CH:9]2[CH2:10][CH2:11][CH2:12][CH2:13]2)[cH:6][cH:7]1. The reactants are C(C)C1=C(C=CC=C1C=O)C1=CN=C(S1)C=1C=CC(=C(C#N)C1)CC(C)C (5-[5-(2-ethyl-3-formylphenyl)-1,3-thiazol-2-yl]-2-(2-methylpropyl)benzonitrile), N1CCC(CC1)C(=O)OCC (ethyl 4-piperidinecarboxylate), C=O (formaldehyde), C(C)(=O)O[BH-](OC(C)=O)OC(C)=O.[Na+] (sodium triacetoxyborohydride). The solvent is ClCCl (dichloromethane), C(C)(=O)O (acetic acid). Run at time 2 hour. Yields the product C(#N)C=1C=C(C=CC1CC(C)C)C=1SC(=CN1)C=1C(=C(C=CC1)CN1CCC(CC1)C(=O)O)CC (1-[(3-{2-[3-cyano-4-(2-methylpropyl)phenyl]-1,3-thiazol-5-yl}-2-ethylphenyl)methyl]-4-piperidinecarboxylic acid). The yield is 20.5%. As a reaction SMILES: [CH2:1]([C:3]1[C:8]([CH:9]=O)=[CH:7][CH:6]=[CH:5][C:4]=1[C:11]1[S:15][C:14]([C:16]2[CH:17]=[CH:18][C:19]([CH2:24][CH:25]([CH3:27])[CH3:26])=[C:20]([CH:23]=2)[C:21]#[N:22])=[N:13][CH:12]=1)[CH3:2].[NH:28]1[CH2:33][CH2:32][CH:31]([C:34]([O:36]CC)=[O:35])[CH2:30][CH2:29]1.C(O[BH-](OC(=O)C)OC(=O)C)(=O)C.[Na+].C=O>ClCCl.C(O)(=O)C>[C:21]([C:20]1[CH:23]=[C:16]([C:14]2[S:15][C:11]([C:4]3[C:3]([CH2:1][CH3:2])=[C:8]([CH2:9][N:28]4[CH2:29][CH2:30][CH:31]([C:34]([OH:36])=[O:35])[CH2:32][CH2:33]4)[CH:7]=[CH:6][CH:5]=3)=[CH:12][N:13]=2)[CH:17]=[CH:18][C:19]=1[CH2:24][CH:25]([CH3:27])[CH3:26])#[N:22] |f:2.3|. Procedure: A solution of 5-[5-(2-ethyl-3-formylphenyl)-1,3-thiazol-2-yl]-2-(2-methylpropyl)benzonitrile (D92) (150 mg), ethyl 4-piperidinecarboxylate (63.0 mg) and acetic acid (0.1 mL) in dichloromethane (DCM) (10 mL) was stirred at room temperature for 15 min, then sodium triacetoxyborohydride (255 mg) was added. The mixture was stirred at room temperature for 2 h, then formaldehyde (0.11 mL) was added. The mixture was stirred at room temperature overnight. After concentration, the residue was partitioned... Reactants: FC1=C(C(=O)O)C(=C(C(=C1F)F)F)F (2,3,4,5,6-pentafluorobenzoic acid), S(=O)(Cl)Cl (thionyl chloride), ClC(C)Cl (dichloroethane), O(C1=CC=CC=C1)C1=CC=C(C=C1)O (p-phenoxyphenol), C(C)I (ethyl iodide), [OH-].[Na+] (sodium hydroxide), [Cl-].[Al+3].[Cl-].[Cl-] (aluminum chloride), ClC(C)Cl (dichloroethane), 4-ethoxydiphenyl ether. Run in O (water), O (water). The product is FC1=C(C(=O)Cl)C(=C(C(=C1F)F)F)F (2,3,4,5,6-pentafluorobenzoyl chloride). Yield: 60.4%. As a reaction SMILES: O(C1C=CC(O)=CC=1)C1C=CC=CC=1.C(I)C.[OH-].[Na+].[Cl-].[Al+3].[Cl-].[Cl-].[Cl:24]C(Cl)C.[F:28][C:29]1[C:37]([F:38])=[C:36]([F:39])[C:35]([F:40])=[C:34]([F:41])[C:30]=1[C:31](O)=[O:32].S(Cl)(Cl)=O>O>[F:28][C:29]1[C:37]([F:38])=[C:36]([F:39])[C:35]([F:40])=[C:34]([F:41])[C:30]=1[C:31]([Cl:24])=[O:32] |f:2.3,4.5.6.7|. Reported procedure: Into a 250 ml three-neck flask, which was equipped with an additional funnel and calcium chloride drying tube, were placed 4-ethoxydiphenyl ether (3.5 g), which was synthesized from p-phenoxyphenol with ethyl iodide in the presence of sodium hydroxide, aluminum chloride (5.4 g) and dried dichloroethane (30 ml). The solution of 2,3,4,5,6-pentafluorobenzoyl chloride (3.7 g), which was synthesized from 2,3,4,5,6-pentafluorobenzoic acid with thionyl chloride, and dried dichloroethane (10 ml) was slo... Starting materials: C(=O)([O-])C(O)C(O)C(=O)[O-].[Na+].[K+] (potassium sodium tartrate), [H-].[Al+3].[Li+].[H-].[H-].[H-] (lithium aluminium hydride), COC=1C=C2C(=C3N(C2=CC1)CCCCC3)C=C(C)[N+](=O)[O-] (1-(2-methoxy-7,8,9,10-tetrahydro-6H-azepino[1,2-a]indol-11-yl)-2-nitro-1-propene). The solvent is O1CCCC1 (tetrahydrofuran), O1CCCC1 (tetrahydrofuran). Reaction conditions: temperature 0 celsius, time 30 minute. Product: C(\C=C\C(=O)O)(=O)O.COC=1C=C2C(=C3N(C2=CC1)CCCCC3)CC(C)N ((RS)-1-(2-Methoxy-7,8,9,10-tetrahydro-6H-azepino[1,2-a]indol-11-yl)-2-propylamine fumarate). Reaction SMILES: [H-].[Al+3].[Li+].[H-].[H-].[H-].[CH3:7][O:8][C:9]1[CH:10]=[C:11]2[C:15](=[CH:16][CH:17]=1)[N:14]1[CH2:18][CH2:19][CH2:20][CH2:21][CH2:22][C:13]1=[C:12]2[CH:23]=[C:24]([N+:26]([O-])=O)[CH3:25].[C:29]([CH:32]([CH:34]([C:36]([O-:38])=[O:37])O)O)([O-:31])=[O:30].[Na+].[K+]>O1CCCC1>[C:36]([OH:38])(=[O:37])/[CH:34]=[CH:32]/[C:29]([OH:31])=[O:30].[CH3:7][O:8][C:9]1[CH:10]=[C:11]2[C:15](=[CH:16][CH:17]=1)[N:14]1[CH2:18][CH2:19][CH2:20][CH2:21][CH2:22][C:13]1=[C:12]2[CH2:23][CH:24]([NH2:26])[CH3:25] |f:0.1.2.3.4.5,7.8.9,11.12|. Procedure details: To a stirred solution of lithium aluminium hydride in tetrahydrofuran under argon is added dropwise a solution of 1-(2-methoxy-7,8,9,10-tetrahydro-6H-azepino[1,2-a]indol-11-yl)-2-nitro-1-propene in tetrahydrofuran. The mixture is heated under reflux for 4 h and cooled to 0° C. To the mixture is added dropwise aqueous potassium sodium tartrate solution and the mixture is stirred for 30 min and filtered through kieselguhr. The filtrate is extracted with dichloromethane. The combined organic extrac...